describe an organic reaction: reactants, conditions, products, and yield From a dataset of the Open Reaction Database (ORD), a public repository of structured organic reaction records. The reactants are CC1=NC2=CC3=C(C=C2C(N1COC(C(C)(C)C)=O)=O)CCC3 (2-methyl-3-pivaloyloxymethyl-3,4,7,8-tetrahydro-6H-cyclopenta[g]-quinazolin-4-one), BrN1C(CCC1=O)=O (N-bromosuccinimide), C(C1=CC=CC=C1)(=O)OOC(C1=CC=CC=C1)=O (benzoyl peroxide). Solvent: C(Cl)(Cl)(Cl)Cl (carbon tetrachloride). Run at temperature 0 celsius. Product: BrC1CCC2=C1C=C1C(N(C(=NC1=C2)C)COC(C(C)(C)C)=O)=O (6-Bromo-2-methyl-3-pivaloyloxymethyl-3,4,7,8-tetrahydro-6H-cyclopenta[g]-quinazolin-4-one). RXN SMILES: [CH3:1][C:2]1[N:11]([CH2:12][O:13][C:14](=[O:19])[C:15]([CH3:18])([CH3:17])[CH3:16])[C:10](=[O:20])[C:9]2[C:4](=[CH:5][C:6]3[CH2:23][CH2:22][CH2:21][C:7]=3[CH:8]=2)[N:3]=1.[Br:24]N1C(=O)CCC1=O.C(OOC(=O)C1C=CC=CC=1)(=O)C1C=CC=CC=1>C(Cl)(Cl)(Cl)Cl>[Br:24][CH:21]1[C:7]2[CH:8]=[C:9]3[C:4](=[CH:5][C:6]=2[CH2:23][CH2:22]1)[N:3]=[C:2]([CH3:1])[N:11]([CH2:12][O:13][C:14](=[O:19])[C:15]([CH3:16])([CH3:17])[CH3:18])[C:10]3=[O:20]. Procedure: A mixture of 2-methyl-3-pivaloyloxymethyl-3,4,7,8-tetrahydro-6H-cyclopenta[g]-quinazolin-4-one (50 g), N-bromosuccinimide (31.2 g), benzoyl peroxide (0.1 g) and carbon tetrachloride (500 ml) was stirred and heated to reflux for 90 minutes. The mixture was cooled to 0° C. The mixture was filtered and the filtrate was evaporated. The residue was triturated under diethyl ether (400 ml). The mixture was cooled to 0° C. The precipitate was isolated, washed with diethyl ether and dried. The solid so o... The reactants are O=S(=O)(Cl)c1c(Cc2ccc3c(c2)OCO3)sc2ccccc12, C1CCOC1, Cc1noc(N)c1Cl, [H-], [Na+]. Product: Cc1noc(NS(=O)(=O)c2c(Cc3ccc4c(c3)OCO4)sc3ccccc23)c1Cl. Reaction SMILES: [CH2:11]1[O:12][c:13]2[cH:14][c:15]([CH2:16][c:17]3[c:18]([S:26](=[O:27])(=[O:28])[Cl:29])[c:19]4[c:20]([s:21]3)[cH:22][cH:23][cH:24][cH:25]4)[cH:30][cH:31][c:32]2[O:33]1.[CH2:34]1[O:35][CH2:36][CH2:37][CH2:38]1.[Cl:1][c:2]1[c:3]([CH3:8])[n:4][o:5][c:6]1[NH2:7].[H-:10].[Na+:9]>>[Cl:1][c:2]1[c:3]([CH3:8])[n:4][o:5][c:6]1[NH:7][S:26]([c:18]1[c:17]([CH2:16][c:15]2[cH:14][c:13]3[c:32]([cH:31][cH:30]2)[O:33][CH2:11][O:12]3)[s:21][c:20]2[c:19]1[cH:25][cH:24][cH:23][cH:22]2)(=[O:27])=[O:28]. The reactants are CC(C)C[Al+]CC(C)C, C=CCN1NC(C)=C2N=C(c3ccccc3Cl)c3cc(OC)c(F)cc3N=C21, [H-], COc1cc(C(=O)c2ccccc2Cl)c(N)cc1F, C=CCn1nc(C)c(N)c1Cl. Yields the product COc1cc2c(cc1F)N=C1NNC(C)=C1N=C2c1ccccc1Cl. RXN SMILES: [CH2:60]([Al+:61][CH2:62][CH:63]([CH3:64])[CH3:65])[CH:66]([CH3:67])[CH3:68].[Cl:31][c:32]1[c:33]([C:38]2=[N:39][C:40]3=[C:54]([CH3:55])[NH:53][N:52]([CH2:56][CH:57]=[CH2:58])[C:41]3=[N:42][c:43]3[c:44]2[cH:45][c:46]([O:50][CH3:51])[c:47]([F:49])[cH:48]3)[cH:34][cH:35][cH:36][cH:37]1.[H-:59].[NH2:1][c:2]1[cH:3][c:4]([F:5])[c:6]([O:7][CH3:8])[cH:9][c:10]1[C:11]([c:12]1[cH:13][cH:14][cH:15][cH:16][c:17]1[Cl:18])=[O:19].[NH2:20][c:21]1[c:22]([CH3:23])[n:24][n:25]([CH2:26][CH:27]=[CH2:28])[c:29]1[Cl:30]>>[Cl:31][c:32]1[c:33]([C:38]2=[N:39][C:40]3=[C:54]([CH3:55])[NH:53][NH:52][C:41]3=[N:42][c:43]3[c:44]2[cH:45][c:46]([O:50][CH3:51])[c:47]([F:49])[cH:48]3)[cH:34][cH:35][cH:36][cH:37]1. The reactants are N1=CC=C(C=C1)C1=CC=NC=C1 (4,4'-Bipyridyl), ClCC(=O)OCC (ethyl chloroacetate), ClCC(=O)OCC (ethyl chloroacetate). The solvent is C(Cl)(Cl)Cl (chloroform), CN(C=O)C (dimethylformamide). Conditions: temperature 120 celsius. The product is [Cl-].[Cl-].C(C)OC(=O)C[N+]1=CC=C(C=C1)C1=CC=[N+](C=C1)CC(=O)OCC (1,1'-di-ethoxycarbonylmethyl-4,4'-bipyridylium dichloride). Reaction SMILES: [N:1]1[CH:6]=[CH:5][C:4]([C:7]2[CH:12]=[CH:11][N:10]=[CH:9][CH:8]=2)=[CH:3][CH:2]=1.[Cl:13][CH2:14][C:15]([O:17][CH2:18][CH3:19])=[O:16]>CN(C)C=O.C(Cl)(Cl)Cl>[Cl-:13].[Cl-:13].[CH2:18]([O:17][C:15]([CH2:14][N+:1]1[CH:6]=[CH:5][C:4]([C:7]2[CH:12]=[CH:11][N+:10]([CH2:14][C:15]([O:17][CH2:18][CH3:19])=[O:16])=[CH:9][CH:8]=2)=[CH:3][CH:2]=1)=[O:16])[CH3:19] |f:4.5.6|. Procedure: 4,4'-Bipyridyl (156 g) was heated with ethyl chloroacetate (245 g) in dry dimethylformamide (400 ml) to 90°- 100° C. After 2 hours a further quantity of ethyl chloroacetate (123 g) was added and the mixture heated a further 2.5 hours at 120° C. The solution was cooled, diluted with chloroform (400 ml), stirred a short time at 0° C., and the solid collected, washed with chloroform and dried. The 1,1'-di-ethoxycarbonylmethyl-4,4'-bipyridylium dichloride so obtained (340 g) was dissolved in concent...